From a dataset of the Open Reaction Database (ORD), a public repository of structured organic reaction records. describe an organic reaction: reactants, conditions, products, and yield The reactants are Cl (hydrochloric acid), C1(=CC=CC=C1)C=1C(=CN(C1)CC1=CC=C(C=C1)OCC=1N=C(OC1)C1=CC=CC=C1)CCC(=O)OCC (ethyl 3-[4-phenyl-1-[4-(2-phenyl-4-oxazolylmethoxy]benzyl]-3-pyrrolyl]propionate), [OH-].[Na+] (sodium hydroxide), O1CCCC1 (tetrahydrofuran). Solvent: C(C)O (ethanol). Reaction conditions: time 8 hour. Product: C1(=CC=CC=C1)C=1C(=CN(C1)CC1=CC=C(C=C1)OCC=1N=C(OC1)C1=CC=CC=C1)CCC(=O)O (3-[4-phenyl-1-[4-(2-phenyl-4-oxazolylmethoxy]benzyl]-3-pyrrolyl]propionic acid). Yield: 85.2%. RXN SMILES: [C:1]1([C:7]2[C:8]([CH2:32][CH2:33][C:34]([O:36]CC)=[O:35])=[CH:9][N:10]([CH2:12][C:13]3[CH:18]=[CH:17][C:16]([O:19][CH2:20][C:21]4[N:22]=[C:23]([C:26]5[CH:31]=[CH:30][CH:29]=[CH:28][CH:27]=5)[O:24][CH:25]=4)=[CH:15][CH:14]=3)[CH:11]=2)[CH:6]=[CH:5][CH:4]=[CH:3][CH:2]=1.[OH-].[Na+].O1CCCC1.Cl>C(O)C>[C:1]1([C:7]2[C:8]([CH2:32][CH2:33][C:34]([OH:36])=[O:35])=[CH:9][N:10]([CH2:12][C:13]3[CH:14]=[CH:15][C:16]([O:19][CH2:20][C:21]4[N:22]=[C:23]([C:26]5[CH:27]=[CH:28][CH:29]=[CH:30][CH:31]=5)[O:24][CH:25]=4)=[CH:17][CH:18]=3)[CH:11]=2)[CH:6]=[CH:5][CH:4]=[CH:3][CH:2]=1 |f:1.2|. Procedure: A mixture of ethyl 3-[4-phenyl-1-[4-(2-phenyl-4-oxazolylmethoxy]benzyl]-3-pyrrolyl]propionate (532 mg), 1N aqueous sodium hydroxide solution (2.5 ml), tetrahydrofuran (5 ml), and ethanol (5 ml) was stirred at room temperature overnight, and 1N hydrochloric acid (2.5 ml) was added to the mixture, which was extracted with ethyl acetate. The ethyl acetate layer was washed with saturated aqueous sodium chloride solution, dried (MgSO4), then concentrated. The colorless crystals obtained were collecte...